This data is from the Open Reaction Database (ORD), a public repository of structured organic reaction records. The task is: describe an organic reaction: reactants, conditions, products, and yield Reaction SMILES: Cl.[NH2:2][C@@H:3]1[CH2:8][CH2:7][C@H:6]([NH:9][C:10]([C:12]2[C:16]3[N:17]=[CH:18][N:19]=[C:20]([C:21]4[CH:26]=[C:25]([F:27])[C:24]([O:28][CH3:29])=[CH:23][C:22]=4[O:30][CH2:31][CH:32]4[CH2:34][CH2:33]4)[C:15]=3[NH:14][C:13]=2[CH3:35])=[O:11])[CH2:5][CH2:4]1.Cl[C:37]([O:39][CH2:40][CH3:41])=[O:38]>>[CH:32]1([CH2:31][O:30][C:22]2[CH:23]=[C:24]([O:28][CH3:29])[C:25]([F:27])=[CH:26][C:21]=2[C:20]2[C:15]3[NH:14][C:13]([CH3:35])=[C:12]([C:10]([NH:9][C@@H:6]4[CH2:7][CH2:8][C@H:3]([NH:2][C:37](=[O:38])[O:39][CH2:40][CH3:41])[CH2:4][CH2:5]4)=[O:11])[C:16]=3[N:17]=[CH:18][N:19]=2)[CH2:34][CH2:33]1 |f:0.1|. The reactants are Cl.N[C@H]1CC[C@H](CC1)NC(=O)C1=C(NC2=C1N=CN=C2C2=C(C=C(C(=C2)F)OC)OCC2CC2)C (N-(cis-4-aminocyclohexyl)-4-[2-(cyclopropylmethoxy)-5-fluoro-4-methoxyphenyl]-6-methyl-5H-pyrrolo[3,2-d]pyrimidine-7-carboxamide hydrochloride), ClC(=O)OCC (ethyl chloroformate). Procedure: Starting from N-(cis-4-aminocyclohexyl)-4-[2-(cyclopropylmethoxy)-5-fluoro-4-methoxyphenyl]-6-methyl-5H-pyrrolo[3,2-d]pyrimidine-7-carboxamide hydrochloride (example D.f46) and commercially available ethyl chloroformate the title compound is obtained as colorless solid. Product: C1(CC1)COC1=C(C=C(C(=C1)OC)F)C=1C2=C(N=CN1)C(=C(N2)C)C(=O)N[C@H]2CC[C@H](CC2)NC(OCC)=O (Ethyl {cis-4-[({4-[2-(cyclopropylmethoxy)-5-fluoro-4-methoxyphenyl]-6-methyl-5H-pyrrolo[3,2-d]pyrimidin-7-yl}carbonyl)amino]cyclohexyl}carbamate). The reactants are C1(=CC=CC=C1)C(=C1CCN2CCCCC12)C1=CC=CC=C1 (1-diphenylmethyleneindolizidine), CBr (methyl bromide). Run in CC(=O)C (acetone). Run at time 30 minute. The product is CBr.C1(=CC=CC=C1)C(=C1CCN2CCCCC12)C1=CC=CC=C1 (1-Diphenylmethyleneindolizidine methyl bromide). As a reaction SMILES: [C:1]1([C:7]([C:17]2[CH:22]=[CH:21][CH:20]=[CH:19][CH:18]=2)=[C:8]2[CH:16]3[N:11]([CH2:12][CH2:13][CH2:14][CH2:15]3)[CH2:10][CH2:9]2)[CH:6]=[CH:5][CH:4]=[CH:3][CH:2]=1.[CH3:23][Br:24]>CC(C)=O>[CH3:23][Br:24].[C:1]1([C:7]([C:17]2[CH:22]=[CH:21][CH:20]=[CH:19][CH:18]=2)=[C:8]2[CH:16]3[N:11]([CH2:12][CH2:13][CH2:14][CH2:15]3)[CH2:10][CH2:9]2)[CH:2]=[CH:3][CH:4]=[CH:5][CH:6]=1 |f:3.4|. Procedure details: In 10 ml. of acetone was dissolved 0.5 g. of 1-diphenylmethyleneindolizidine. To the resulting solution was added 2 ml. of methyl bromide. The mixture was allowed to stand for 30 mins. The crystals obtained after distilling of the solvent were washed with acetone to obtain 540 mg. of colorless plate-like crystals showing a melting point of 210°-211° C. were obtained. Starting materials: BrC1=CC=2N(C=C1)N=CC2C(=O)OCC (ethyl 5-bromopyrazolo[1,5-a]pyridine-3-carboxylate), [OH-].[K+] (KOH), Cl (HCl). The solvent is CCO (EtOH). The product is BrC1=CC=2N(C=C1)N=CC2C(=O)O (5-bromopyrazolo[1,5-a]pyridine-3-carboxylic acid). RXN SMILES: [Br:1][C:2]1[CH:7]=[CH:6][N:5]2[N:8]=[CH:9][C:10]([C:11]([O:13]CC)=[O:12])=[C:4]2[CH:3]=1.[OH-].[K+].Cl>CCO>[Br:1][C:2]1[CH:7]=[CH:6][N:5]2[N:8]=[CH:9][C:10]([C:11]([OH:13])=[O:12])=[C:4]2[CH:3]=1 |f:1.2|. Procedure: To a suspensions of ethyl 5-bromopyrazolo[1,5-a]pyridine-3-carboxylate (0.27 g, 1.0 mmol) in EtOH (5 mL) was added 6 N KOH (0.3 uL, 2.0 mmol). The reaction was heated to reflux for 3 hours then cooled to room temperature and neutralized to pH 6 with 1M HCl. The resulting solid was filtered and dried under vacuum to yield 5-bromopyrazolo[1,5-a]pyridine-3-carboxylic acid (I-25) as a white solid. 1H NMR (400 MHz, DMSO-d6) δ 8.83 (d, J=7.6 Hz, 1 H), 8.42 (s, 1 H), 8.21 (d, J=2.4 Hz, 1 H), 7.30 (dd, ... The reactants are [Br-], [Br-], CCC1CCC(CC[Mg+])CC1, CCCCC1CCC(CC[Mg+])CC1, Fc1ccc(C2CC[SiH](Cl)CC2)cc1, Fc1ccc(C2CC[SiH](Cl)CC2)cc1F. Yields the product CCC1CCC(CC[SiH]2CCC(c3ccc(F)cc3)CC2)CC1. RXN SMILES: [Br-:15].[Br-:42].[CH2:16]([CH3:17])[CH:18]1[CH2:19][CH2:20][CH:21]([CH2:24][CH2:25][Mg+:26])[CH2:22][CH2:23]1.[CH2:43]([CH:44]1[CH2:45][CH2:46][CH:47]([CH2:48][CH2:49][Mg+:50])[CH2:51][CH2:52]1)[CH2:53][CH2:54][CH3:55].[Cl:1][SiH:2]1[CH2:3][CH2:4][CH:5]([c:8]2[cH:9][cH:10][c:11]([F:14])[cH:12][cH:13]2)[CH2:6][CH2:7]1.[Cl:27][SiH:28]1[CH2:29][CH2:30][CH:31]([c:32]2[cH:33][cH:34][c:35]([F:36])[c:37]([F:38])[cH:39]2)[CH2:40][CH2:41]1>>[SiH:2]1([CH2:25][CH2:24][CH:21]2[CH2:20][CH2:19][CH:18]([CH2:16][CH3:17])[CH2:23][CH2:22]2)[CH2:3][CH2:4][CH:5]([c:8]2[cH:9][cH:10][c:11]([F:14])[cH:12][cH:13]2)[CH2:6][CH2:7]1. Reactants: Cl (HCl), COC1=CC=NC=C1 (4-Methoxypyridine), ClC(=O)OC (methyl chloroformate), C(CC1=CC=CC=C1)[Mg]Cl (Phenethylmagnesium chloride). Run in C1CCOC1 (THF). Run at temperature -15 celsius, time 1 hour. Yields the product O=C1CC(N(C=C1)C(=O)OC)CCC1=CC=CC=C1 (methyl 4-oxo-2-phenethyl-3,4-dihydropyridine-1(2H)-carboxylate). Yield: 91.3%. RXN SMILES: C[O:2][C:3]1[CH:8]=[CH:7][N:6]=[CH:5][CH:4]=1.[CH2:9]([Mg]Cl)[CH2:10][C:11]1[CH:16]=[CH:15][CH:14]=[CH:13][CH:12]=1.Cl[C:20]([O:22][CH3:23])=[O:21].Cl>C1COCC1>[O:2]=[C:3]1[CH:8]=[CH:7][N:6]([C:20]([O:22][CH3:23])=[O:21])[CH:5]([CH2:9][CH2:10][C:11]2[CH:16]=[CH:15][CH:14]=[CH:13][CH:12]=2)[CH2:4]1. Procedure: 4-Methoxypyridine (9.30 mL, 91.64 mmol) was dissolved in THF (150 mL) under nitrogen atmosphere and cooled to −15° C. Phenethylmagnesium chloride (93 mL, 93.47 mmol, 1 M in THF) was added dropwise and a suspension was formed. After stirring at −20° C. for 30 minutes methyl chloroformate (9.23 mL, 119.13 mmol) was added over 1 minute. Stirring was continued at −10° C. for 1 h and then HCl (10%) was added. The mixture was stirred for 20 minutes and then concentrated. The aqueous phase was extracte... Starting materials: O (water), ClCC1=NC=CC(=C1C)SCCCSC=1C=CC=2N(N1)C(=CN2)[N+](=O)[O-] (6-[3-(2-chloromethyl-3-methylpyridin-4-ylsulfanyl)propylsulfanyl]-3-nitroimidazo[1,2-b]pyridazine), O.NC1=CC(NC(=N1)S)=O (6-amino-2-mercapto-3H-pyrimidin-4-one monohydrate), C([O-])([O-])=O.[Na+].[Na+] (sodium carbonate). The solvent is C(C)(C)O (isopropanol). Reaction conditions: time 30 minute. Product: NC1=CC(NC(=N1)S(C)C1=NC=CC(=C1C)SCCCSC=1C=CC=2N(N1)C(=CN2)[N+](=O)[O-])=O (6-Amino-2-{3-methyl-4-[3-(3-nitroimidazo[1,2-b]-pyridazin-6-ylsulfanyl)propyl-sulfanyl}pyridin-2-yl-methylsulfanyl)3H-pyrimidin-4-one). Yield: 94.1%. RXN SMILES: ClC[C:3]1[C:8]([CH3:9])=[C:7]([S:10][CH2:11][CH2:12][CH2:13][S:14][C:15]2[CH:16]=[CH:17][C:18]3[N:19]([C:21]([N+:24]([O-:26])=[O:25])=[CH:22][N:23]=3)[N:20]=2)[CH:6]=[CH:5][N:4]=1.O.[NH2:28][C:29]1[N:34]=[C:33]([SH:35])[NH:32][C:31](=[O:36])[CH:30]=1.[C:37](=O)([O-])[O-].[Na+].[Na+].O>C(O)(C)C>[NH2:28][C:29]1[N:34]=[C:33]([SH:35]([C:3]2[C:8]([CH3:9])=[C:7]([S:10][CH2:11][CH2:12][CH2:13][S:14][C:15]3[CH:16]=[CH:17][C:18]4[N:19]([C:21]([N+:24]([O-:26])=[O:25])=[CH:22][N:23]=4)[N:20]=3)[CH:6]=[CH:5][N:4]=2)[CH3:37])[NH:32][C:31](=[O:36])[CH:30]=1 |f:1.2,3.4.5|. Procedure details: A suspension of 0.7 g (1.7 mmol) of 6-[3-(2-chloromethyl-3-methylpyridin-4-ylsulfanyl)propylsulfanyl]-3-nitroimidazo[1,2-b]pyridazine, 0.275 g (1.7 mmol) of 6-amino-2-mercapto-3H-pyrimidin-4-one monohydrate and 0.18 g (1.7 mmol) of sodium carbonate in 20 ml of isopropanol is heated under reflux for 2.5 h. The suspension is then added to 250 ml of water and stirred at room temperature for 30 min. The precipitate is filtered off, washed with water, dried in a high vacuum and suspended in hot metha...